From a dataset of the Open Reaction Database (ORD), a public repository of structured organic reaction records. describe an organic reaction: reactants, conditions, products, and yield The reactants are O=C1C=C(Br)CCC1, COc1cccc(B(O)O)c1. Product: COc1cccc(C2=CC(=O)CCC2)c1. Reaction SMILES: [Br:1][C:2]1=[CH:3][C:4](=[O:8])[CH2:5][CH2:6][CH2:7]1.[CH3:9][O:10][c:11]1[cH:12][c:13]([B:17]([OH:18])[OH:19])[cH:14][cH:15][cH:16]1>>[C:2]1([c:13]2[cH:12][c:11]([O:10][CH3:9])[cH:16][cH:15][cH:14]2)=[CH:3][C:4](=[O:8])[CH2:5][CH2:6][CH2:7]1.